This data is from the Open Reaction Database (ORD), a public repository of structured organic reaction records. The task is: describe an organic reaction: reactants, conditions, products, and yield Starting materials: CO, Nc1c(Br)cccc1C(=O)O, O=S(=O)(O)O. Product: COC(=O)c1cccc(Br)c1N. As a reaction SMILES: [CH3:17][OH:18].[NH2:1][c:2]1[c:3]([C:4](=[O:5])[OH:6])[cH:7][cH:8][cH:9][c:10]1[Br:11].[S:12](=[O:13])(=[O:14])([OH:15])[OH:16]>>[NH2:1][c:2]1[c:3]([C:4](=[O:5])[O:6][CH3:17])[cH:7][cH:8][cH:9][c:10]1[Br:11]. Reactants: COC(\C(=C/C(=O)OCC)\C)OC (ethyl 3-(dimethoxymethyl)-crotonate). Reagents/catalysts: [Pd] (palladium on charcoal). Solvent: C(C)(=O)OCC (ethyl acetate). Product: C(=O)C(CC(=O)OCC)C (ethyl 3-formylbutyrate). Isolated yield 47.4%. As a reaction SMILES: C[O:2][CH:3](OC)/[C:4](/[CH3:11])=[CH:5]\[C:6]([O:8][CH2:9][CH3:10])=[O:7]>C(OCC)(=O)C.[Pd]>[CH:3]([CH:4]([CH3:11])[CH2:5][C:6]([O:8][CH2:9][CH3:10])=[O:7])=[O:2]. Procedure details: A solution of ethyl 3-(dimethoxymethyl)-crotonate (73 g) in ethyl acetate (200 ml) was hydrogenated at 50 psi for 3 h in the presence of 10% palladium on charcoal (7 g). The solution was filtered, evaporated, and the residual oil treated with 0.25 M hydrogen chloride in 75% aqueous methanol for 2 h. To the reaction mixture was added ethyl acetate (300 ml) and water (150 ml). The organic phase was successively washed with sat. sodium bicarbonate solution (3×150 ml), water (100 ml) and dried over ... Starting materials: C1COCCN1, ClCCCCOc1ccc(-c2nnc(CSCCOc3ccccc3)o2)cc1. The product is c1ccc(OCCSCc2nnc(-c3ccc(OCCCCN4CCOCC4)cc3)o2)cc1. Reaction SMILES: [CH2:29]1[CH2:30][O:31][CH2:32][CH2:33][NH:34]1.[Cl:1][CH2:2][CH2:3][CH2:4][CH2:5][O:6][c:7]1[cH:8][cH:9][c:10](-[c:13]2[o:14][c:15]([CH2:18][S:19][CH2:20][CH2:21][O:22][c:23]3[cH:24][cH:25][cH:26][cH:27][cH:28]3)[n:16][n:17]2)[cH:11][cH:12]1>>[CH2:2]([CH2:3][CH2:4][CH2:5][O:6][c:7]1[cH:8][cH:9][c:10](-[c:13]2[o:14][c:15]([CH2:18][S:19][CH2:20][CH2:21][O:22][c:23]3[cH:24][cH:25][cH:26][cH:27][cH:28]3)[n:16][n:17]2)[cH:11][cH:12]1)[N:34]1[CH2:29][CH2:30][O:31][CH2:32][CH2:33]1. Reactants: ClC=1N=NC(=CC1)C1=CC=C(C=C1)C#N (3-chloro-6-(4-cyanophenyl)pyridazine), NC1CCN(CC1)C(CC)CC (4-amino-1-(1-ethylpropyl)piperidine). The product is C(C)C(CC)N1CCC(CC1)NC1=CC=C(N=N1)C1=CC=C(C#N)C=C1 (4-{6-[1-(1-Ethylpropyl)piperidin-4-ylamino]pyridazin-3-yl}benzonitrile). As a reaction SMILES: Cl[C:2]1[N:3]=[N:4][C:5]([C:8]2[CH:13]=[CH:12][C:11]([C:14]#[N:15])=[CH:10][CH:9]=2)=[CH:6][CH:7]=1.[NH2:16][CH:17]1[CH2:22][CH2:21][N:20]([CH:23]([CH2:26][CH3:27])[CH2:24][CH3:25])[CH2:19][CH2:18]1>>[CH2:24]([CH:23]([N:20]1[CH2:21][CH2:22][CH:17]([NH:16][C:2]2[N:3]=[N:4][C:5]([C:8]3[CH:13]=[CH:12][C:11]([C:14]#[N:15])=[CH:10][CH:9]=3)=[CH:6][CH:7]=2)[CH2:18][CH2:19]1)[CH2:26][CH3:27])[CH3:25]. Reported procedure: The title compound was prepared by a similar procedure to that described in Example 1, starting from 3-chloro-6-(4-cyanophenyl)pyridazine and 4-amino-1-(1-ethylpropyl)piperidine. The reactants are Br, Cn1cccc1C(=O)C(Br)CC(=O)N1CCCC1C(=O)O, [O-]C(=S)c1ccccc1, CC(=O)O, [Na+]. Product: Cn1cccc1C(=O)C(CC(=O)N1CCCC1C(=O)O)SC(=O)c1ccccc1. As a reaction SMILES: [Br:1].[Br:2][CH:3]([CH2:4][C:5](=[O:6])[N:7]1[CH:8]([C:9](=[O:10])[OH:11])[CH2:12][CH2:13][CH2:14]1)[C:15](=[O:16])[c:17]1[n:18]([CH3:22])[cH:19][cH:20][cH:21]1.[C:23]([c:24]1[cH:25][cH:26][cH:27][cH:28][cH:29]1)(=[S:30])[O-:31].[CH3:33][C:34](=[O:35])[OH:36].[Na+:32]>>[CH:3]([CH2:4][C:5](=[O:6])[N:7]1[CH:8]([C:9](=[O:10])[OH:11])[CH2:12][CH2:13][CH2:14]1)([C:15](=[O:16])[c:17]1[n:18]([CH3:22])[cH:19][cH:20][cH:21]1)[S:30][C:23]([c:24]1[cH:25][cH:26][cH:27][cH:28][cH:29]1)=[O:31].